Dataset: the Open Reaction Database (ORD), a public repository of structured organic reaction records. Task: describe an organic reaction: reactants, conditions, products, and yield Starting materials: ClC(C(F)=C1)=CC(S(=O)(N)=O)=C1Cl, OB(O)C1=CC=C(OC)C=C1. The reagents and catalysts are [F-].[Cs+], CC(=O)[O-].CC(=O)[O-].[Cu+2]. Run in ClCCCl, ClCCCl. Reaction conditions: temperature 60 celsius, time 18 hour. Product: ClC1=CC(S(=O)(NC2=CC=C(OC)C=C2)=O)=C(Cl)C=C1F, ClC1=CC(S(=O)(N(C2=CC=C(OC)C=C2)C3=CC=C(C=C3)OC)=O)=C(C=C1F)Cl. Isolated yield 8.3%. Procedure details: Reactions were run in 8 x 30 mm glass vial inserts in 96 well-plate Para-dox Aluminum Reaction Blocks. The reaction components were dosed according to the design shown in Figure S2 and Figure S3. First, the catalysts (2 umol per vial) and solid bases (20 umol per vial) were added by dosing 50 uL each of a stock solution in 1,2-dichloroethane (40 mM for catalysts, 0.4 M for bases) via single-channel pipette. The 1,2-dichloroethane was then removed via centrifugal evaporation using a Genevac EZ-2 ... RXN SMILES: [CH3:1][c:2]1[n:3][c:4]2[c:5]([cH:6][n:7][cH:8][cH:9]2)[n:10]1[CH3:11].[O:15]1[CH2:16][CH2:17][O:18][CH2:19][CH2:20]1.[Se:12](=[O:13])=[O:14]>>[CH:1]([c:2]1[n:3][c:4]2[c:5]([cH:6][n:7][cH:8][cH:9]2)[n:10]1[CH3:11])=[O:13]. The reactants are Cc1nc2ccncc2n1C, C1COCCO1, O=[Se]=O. Yields the product Cn1c(C=O)nc2ccncc21.